This data is from the Open Reaction Database (ORD), a public repository of structured organic reaction records. The task is: describe an organic reaction: reactants, conditions, products, and yield Reactants: ClC1=C(C(=CC=C1)Cl)C(=O)NC1=CC=C(C[C@H](NC(=O)C2=C(C=CC=C2C)Cl)C(=O)O)C=C1 (4-[[(2,6-dichlorophenyl)carbonyl]amino]-N-[(2-chloro-6-methylphenyl)carbonyl]-L-phenylalanine), [OH-].[Na+] (sodium hydroxide). Solvent: O (water), O (H2O), O (H2O), O (H2O). Reaction conditions: temperature 42.5 celsius, time 2 day. The product is [Na+].ClC1=C(C(=CC=C1)Cl)C(=O)NC1=CC=C(C[C@H](NC(=O)C2=C(C=CC=C2C)Cl)C(=O)[O-])C=C1 (4-[[(2,6-dichlorophenyl)carbonyl]amino]-N-[(2-chloro-6-methylphenyl)carbonyl]-L-phenylalanine sodium salt). As a reaction SMILES: [Cl:1][C:2]1[CH:7]=[CH:6][CH:5]=[C:4]([Cl:8])[C:3]=1[C:9]([NH:11][C:12]1[CH:33]=[CH:32][C:15]([CH2:16][C@@H:17]([C:29]([OH:31])=[O:30])[NH:18][C:19]([C:21]2[C:26]([CH3:27])=[CH:25][CH:24]=[CH:23][C:22]=2[Cl:28])=[O:20])=[CH:14][CH:13]=1)=[O:10].[OH-].[Na+:35]>O>[Na+:35].[Cl:1][C:2]1[CH:7]=[CH:6][CH:5]=[C:4]([Cl:8])[C:3]=1[C:9]([NH:11][C:12]1[CH:13]=[CH:14][C:15]([CH2:16][C@@H:17]([C:29]([O-:31])=[O:30])[NH:18][C:19]([C:21]2[C:26]([CH3:27])=[CH:25][CH:24]=[CH:23][C:22]=2[Cl:28])=[O:20])=[CH:32][CH:33]=1)=[O:10] |f:1.2,4.5|. Procedure: A suspension of 4-[[(2,6-dichlorophenyl)carbonyl]amino]-N-[(2-chloro-6-methylphenyl)carbonyl]-L-phenylalanine (127.13 mmol, 64.3 g) in water (500 mL) was titrated with aqueous 1.0 N sodium hydroxide (120 mL) at room temperature until the pH of the solution became neutral. In order to effect complete dissolution, the mixture was warmed to 40-45° C. during the course of the titration. Some of the water was removed to a approximate volume of 300-350 mL under vacuum and the clear solution was lyopho...